Dataset: the Open Reaction Database (ORD), a public repository of structured organic reaction records. Task: describe an organic reaction: reactants, conditions, products, and yield Reactants: COC=1C=C(C=CC1)C(CCC(C=C)=O)C (6-(m-methoxyphenyl)hept-1-en-3-one), C(C)N(CCC(CCC(C)C1=CC(=CC=C1)OC)=O)CC (1-diethylamino-6-(m-methoxyphenyl)heptan-3-one). The solvent is [OH-].[K+] (potassium hydroxide). Product: C(C)C1C(CCC1=O)=O (2-ethylcyclopentane-1,3-dione). As a reaction SMILES: COC1C=[C:5]([CH:9](C)[CH2:10][CH2:11][C:12](=[O:15])C=C)[CH:6]=[CH:7]C=1.C(N(CC)CCC(=O)CCC(C1C=CC=C([O:33]C)C=1)C)C>[OH-].[K+]>[CH2:6]([CH:5]1[C:9](=[O:33])[CH2:10][CH2:11][C:12]1=[O:15])[CH3:7] |f:2.3|. Procedure: Reflux a mixture of 6-(m-methoxyphenyl)hept-1-en-3-one and 1-diethylamino-6-(m-methoxyphenyl)heptan-3-one (10 g, obtained by slow distillation of the latter substance) with 2-ethylcyclopentane-1,3-dione (7 g) in 0.12% methanolic potassium hydroxide solution (40 cc) for 15 hours. Remove most of the methanol under reduced pressure and add a mixture of equal volumes of ether and benzene (50 cc). Wash the solution with 5% aqueous sodium hydroxide, water, 10% hydrochloric acid, and brine, and dry. Ev... Reactants: C([O-])([O-])=O.[K+].[K+] (potassium carbonate), BrC1=C(C=CC=C1)CC(=O)O (2-bromophenylacetic acid), cuprous chloride, OC=1C=C(CO)C=CC1 (3-Hydroxybenzyl alcohol), Cl (hydrochloric acid). Run in CN(C)C=O (DMF), O (water). Reaction conditions: temperature 140 celsius, time 2 hour. Yields the product OCC=1C=C(OC2=C(C=CC=C2)CC(=O)O)C=CC1 (2-(3-hydroxymethylphenoxy)phenylacetic acid). The yield is 130.1%. As a reaction SMILES: [OH:1][C:2]1[CH:3]=[C:4]([CH:7]=[CH:8][CH:9]=1)[CH2:5][OH:6].C(=O)([O-])[O-].[K+].[K+].Br[C:17]1[CH:22]=[CH:21][CH:20]=[CH:19][C:18]=1[CH2:23][C:24]([OH:26])=[O:25].Cl>O.CN(C=O)C>[OH:6][CH2:5][C:4]1[CH:3]=[C:2]([CH:9]=[CH:8][CH:7]=1)[O:1][C:17]1[CH:22]=[CH:21][CH:20]=[CH:19][C:18]=1[CH2:23][C:24]([OH:26])=[O:25] |f:1.2.3|. Procedure details: 3-Hydroxybenzyl alcohol (31.0 g) was ground finely and stirred with potassium carbonate (34.6 g), 2-bromophenylacetic acid (26.9 g) and cuprous chloride (large spatula full) under nitrogen. The mixture was warmed to 140° C., and stirred vigorously for 31/2 hours. DMF (60 ml) was then added to the stirred melt and the solution was allowed to cool, poured into water and acidified with dilute hydrochloric acid. The aqueous layer was extracted with ether, and the ether extracts were washed with wate... Reactants: C(C)(=O)NC1=CC=C(C(=O)O)C=C1 (4-Acetamidobenzoic acid), Cl.C(#N)C1(CCOCC1)NC(=O)C(CC1CCCCC1)N ([1-(4-cyano-tetrahydro-pyran-4-ylcarbamoyl)-2-cyclohexyl-ethyl]-amine hydrochloride), C(CCl)Cl (EDC), C=1C=CC2=C(C1)N=NN2O (HOBT). Solvent: CN(C)C=O (DMF). Run at time 20 minute. Yields the product C(C)(=O)NC1=CC=C(C(=O)NC(CC2CCCCC2)C(NC2(CCOCC2)C#N)=O)C=C1 (4-Acetylamino-N-[1-(4-cyan-tetrahydro-pyran-4-ylcarbamoyl)-2-cyclohexyl-ethyl]-benzamide). Isolated yield 28.7%. Reaction SMILES: [C:1]([NH:4][C:5]1[CH:13]=[CH:12][C:8]([C:9]([OH:11])=O)=[CH:7][CH:6]=1)(=[O:3])[CH3:2].C(Cl)CCl.C1C=CC2N(O)N=NC=2C=1.Cl.[C:29]([C:31]1([NH:37][C:38]([CH:40]([NH2:48])[CH2:41][CH:42]2[CH2:47][CH2:46][CH2:45][CH2:44][CH2:43]2)=[O:39])[CH2:36][CH2:35][O:34][CH2:33][CH2:32]1)#[N:30]>CN(C=O)C>[C:1]([NH:4][C:5]1[CH:6]=[CH:7][C:8]([C:9]([NH:48][CH:40]([C:38](=[O:39])[NH:37][C:31]2([C:29]#[N:30])[CH2:32][CH2:33][O:34][CH2:35][CH2:36]2)[CH2:41][CH:42]2[CH2:47][CH2:46][CH2:45][CH2:44][CH2:43]2)=[O:11])=[CH:12][CH:13]=1)(=[O:3])[CH3:2] |f:3.4|. Procedure: 4-Acetamidobenzoic acid (353 mg, 1.98 mmol), EDC (378 mg, 1.98 mmol), and HOBT (268 mg, 1.98 mmol) were combined in 15 mL of DMF and stirred for 20 min. Solid [1-(4-cyano-tetrahydro-pyran-4-ylcarbamoyl)-2-cyclohexyl-ethyl]-amine hydrochloride (625 mg, 1.98 mmol) was added. The reaction was stirred for 16 hours. The volatiles were removed with a pump and the resulting residue was triturated, with rapid stirring, with 250 mL of saturated aqueous sodium bicarbonate. The resulting solid was collecte... The reactants are COc1ccc(-c2nc(Br)c[nH]2)cc1, Br, CC(=O)O, Cl. Yields the product Oc1ccc(-c2nc(Br)c[nH]2)cc1. RXN SMILES: [Br:2][c:3]1[n:4][c:5](-[c:8]2[cH:9][cH:10][c:11]([O:14][CH3:15])[cH:12][cH:13]2)[nH:6][cH:7]1.[BrH:20].[C:16]([OH:17])(=[O:18])[CH3:19].[ClH:1]>>[Br:2][c:3]1[n:4][c:5](-[c:8]2[cH:9][cH:10][c:11]([OH:14])[cH:12][cH:13]2)[nH:6][cH:7]1. The reactants are N1N=CC2=CC=C(C=C12)NC=1C2=C(N=C(N1)NC1=CC=C(C(=O)N)C=C1)N(C=C2)S(=O)(=O)C2=CC=C(C)C=C2 (4-(4-(1H-indazol-6-ylamino)-7-tosyl-7H-pyrrolo[2,3-d]pyrimidin-2-ylamino)benzamide), [OH-].[K+] (KOH). Solvent: O1CCOCC1 (dioxane). Reaction conditions: temperature 70 celsius. Product: N1N=CC2=CC=C(C=C12)NC=1C2=C(N=C(N1)NC1=CC=C(C(=O)N)C=C1)NC=C2 (4-(4-(1H-indazol-6-ylamino)-7H-pyrrolo[2,3-d]pyrimidin-2-ylamino)benzamide). The yield is 22.4%. As a reaction SMILES: [NH:1]1[C:9]2[C:4](=[CH:5][CH:6]=[C:7]([NH:10][C:11]3[C:12]4[CH:29]=[CH:28][N:27](S(C5C=CC(C)=CC=5)(=O)=O)[C:13]=4[N:14]=[C:15]([NH:17][C:18]4[CH:26]=[CH:25][C:21]([C:22]([NH2:24])=[O:23])=[CH:20][CH:19]=4)[N:16]=3)[CH:8]=2)[CH:3]=[N:2]1.[OH-].[K+]>O1CCOCC1>[NH:1]1[C:9]2[C:4](=[CH:5][CH:6]=[C:7]([NH:10][C:11]3[C:12]4[CH:29]=[CH:28][NH:27][C:13]=4[N:14]=[C:15]([NH:17][C:18]4[CH:19]=[CH:20][C:21]([C:22]([NH2:24])=[O:23])=[CH:25][CH:26]=4)[N:16]=3)[CH:8]=2)[CH:3]=[N:2]1 |f:1.2|. Procedure details: To a solution of 4-(4-(1H-indazol-6-ylamino)-7-tosyl-7H-pyrrolo[2,3-d]pyrimidin-2-ylamino)benzamide (50 mg, 0.093 mmol) in dioxane (3 mL), aq. 1N KOH (1.50 mL, 1.50 mmol) was added. The mixture was heated at 70° C. for 4 h. before it was concentrated in vacuo. The residue was then acidified with acetic acid (HOAc) (2.0 mL) and purified by HPLC to give the title compound (8 mg). MS 385.2 (M+H) (Compound 12-1). The reactants are BrC=1C=CC(=C(C1)NC(CNC(OC(C)(C)C)=O)=O)NCCO (tert-Butyl 2-(5-bromo-2-(2-hydroxyethylamino)phenylamino)-2-oxoethylcarbamate). Run in Cl (hydrochloric acid). The product is NCC1=NC2=C(N1CCO)C=CC(=C2)Br (2-(2-(Aminomethyl)-5-bromo-1H-benzo[d]imidazol-1-yl)ethanol). Isolated yield 66.2%. RXN SMILES: [Br:1][C:2]1[CH:3]=[CH:4][C:5]([NH:20][CH2:21][CH2:22][OH:23])=[C:6]([NH:8][C:9](=O)[CH2:10][NH:11]C(=O)OC(C)(C)C)[CH:7]=1>Cl>[NH2:11][CH2:10][C:9]1[N:20]([CH2:21][CH2:22][OH:23])[C:5]2[CH:4]=[CH:3][C:2]([Br:1])=[CH:7][C:6]=2[N:8]=1. Procedure details: tert-Butyl 2-(5-bromo-2-(2-hydroxyethylamino)phenylamino)-2-oxoethylcarbamate (1.26 g, 3.24 mmol) was stirred in 6 N hydrochloric acid (15 mL) at 120° C. for 2 h and then concentrated. The residue was made basic with methanol/ammonium hydroxide (9:1), re-concentrated and purified by column chromatography eluting with methylene chloride and a 9:1 methanol/ammonium hydroxide mixture; gradient 100% methylene chloride to 85% methylene chloride, to provide the title compound (579 mg, 60%) as a yellow... Starting materials: CC1(Cn2cc([N+](=O)[O-])nc2Cl)CO1, FC(F)(F)c1ccc(C2CCNCC2)cc1, CN(C)C=O, O. Product: CC(O)(CN1CCC(c2ccc(C(F)(F)F)cc2)CC1)Cn1cc([N+](=O)[O-])nc1Cl. As a reaction SMILES: [Cl:1][c:2]1[n:3]([CH2:10][C:11]2([CH3:14])[O:12][CH2:13]2)[cH:4][c:5]([N+:7](=[O:8])[O-:9])[n:6]1.[F:15][C:16]([c:17]1[cH:18][cH:19][c:20]([CH:23]2[CH2:24][CH2:25][NH:26][CH2:27][CH2:28]2)[cH:21][cH:22]1)([F:29])[F:30].[O:32]=[CH:33][N:34]([CH3:35])[CH3:36].[OH2:31]>>[Cl:1][c:2]1[n:3]([CH2:10][C:11]([OH:12])([CH2:13][N:26]2[CH2:25][CH2:24][CH:23]([c:20]3[cH:19][cH:18][c:17]([C:16]([F:15])([F:29])[F:30])[cH:22][cH:21]3)[CH2:28][CH2:27]2)[CH3:14])[cH:4][c:5]([N+:7](=[O:8])[O-:9])[n:6]1. The reactants are FC1=C(C=CC(=C1)F)N1N=C(C=2C[C@@H]3[C@H](C12)C3)C(=O)O ((1aR,5aR)-2-(2,4-Difluoro-phenyl)-1a,2,5,5a-tetrahydro-1H-2,3-diaza-cyclopropa[a]pentalene-4-carboxylic Acid), NC1=NC=CC(=C1)O (2-aminopyridin-4-ol). The product is OC1=CC(=NC=C1)NC(=O)C=1C=2C[C@@H]3[C@H](C2N(N1)C1=C(C=C(C=C1)F)F)C3 ((1aR,5aR)-2-(2,4-Difluoro-phenyl)-1a,2,5,5a-tetrahydro-1H-2,3-diaza-cyclopropa[a]pentalene-4-carboxylic Acid (4-Hydroxy-pyridin-2-yl)-amide). As a reaction SMILES: [F:1][C:2]1[CH:7]=[C:6]([F:8])[CH:5]=[CH:4][C:3]=1[N:9]1[C:16]2[C@@H:15]3[CH2:17][C@@H:14]3[CH2:13][C:12]=2[C:11]([C:18](O)=[O:19])=[N:10]1.[NH2:21][C:22]1[CH:27]=[C:26]([OH:28])[CH:25]=[CH:24][N:23]=1>>[OH:28][C:26]1[CH:25]=[CH:24][N:23]=[C:22]([NH:21][C:18]([C:11]2[C:12]3[CH2:13][C@H:14]4[CH2:17][C@H:15]4[C:16]=3[N:9]([C:3]3[CH:4]=[CH:5][C:6]([F:8])=[CH:7][C:2]=3[F:1])[N:10]=2)=[O:19])[CH:27]=1. Procedure: A solution of 4-methoxypyridin-2-amine (100 mg, 0.806 mmol) in DCM (1.6 mL) under N2 atmosphere was cooled in an dry ice/IPA bath, and tribromoborane (0.305 mL, 3.23 mmol) was added with a syringe. After removing the cold bath, the reaction was stirred overnight at room temperature. The reaction mixture was diluted with water (5 mL) and stirred for an additional 30 min. It was then washed with saturated NaHCO3 (20 mL) to pH=7 and extracted with DCM (3×20 mL). The combined organic layer was dried...